From a dataset of the Open Reaction Database (ORD), a public repository of structured organic reaction records. describe an organic reaction: reactants, conditions, products, and yield Reactants: O(C1=CC=CC=C1)C1=CC=C(C=C1)C1=NNC=C1 (3-(4-phenoxyphenyl)-1H-pyrazole), CS(=O)(=O)Cl (methanesulfonyl chloride). Run in O (water), N1=CC=CC=C1 (pyridine). Reaction conditions: time 8 hour. Yields the product CS(=O)(=O)N1N=C(C=C1)C1=CC=C(C=C1)OC1=CC=CC=C1 (1-Methanesulfonyl-3-(4-phenoxyphenyl)-1H-pyrazole). Yield: 91.4%. Reaction SMILES: [O:1]([C:8]1[CH:13]=[CH:12][C:11]([C:14]2[CH:18]=[CH:17][NH:16][N:15]=2)=[CH:10][CH:9]=1)[C:2]1[CH:7]=[CH:6][CH:5]=[CH:4][CH:3]=1.[CH3:19][S:20](Cl)(=[O:22])=[O:21]>N1C=CC=CC=1.O>[CH3:19][S:20]([N:16]1[CH:17]=[CH:18][C:14]([C:11]2[CH:12]=[CH:13][C:8]([O:1][C:2]3[CH:3]=[CH:4][CH:5]=[CH:6][CH:7]=3)=[CH:9][CH:10]=2)=[N:15]1)(=[O:22])=[O:21]. Procedure details: To a solution of 3-(4-phenoxyphenyl)-1H-pyrazole (125 mg, 0.529 mmol) in pyridine (10 mL) at room temperature was added neat methanesulfonyl chloride (50 μL, 0.64 mmol). After stirring overnight at room temperature, the reaction was diluted with water. Column chromatography afforded 152 mg (91%) of the title compound as white solid, mp 136° C. 1H NMR (CDCl3): δ 8.06 (d, J=3.0 Hz, 1H), 7.84 (d, J=8.7 Hz, 2H), 7.37 (t, J=8.7 Hz, 2H), 7.14 (t, J=7.5 Hz, 1H)), 7.06 (d, J=8.7 Hz, 2H), 7.06-7.04 (m, 2... Starting materials: CC1=C(N=C(O1)C1=CC=CC=C1)COC1=CC=C(CN2N=C(C(=C2)CO)C=2SC=CC2)C=C1 ([1-[4-(5-methyl-2-phenyl-4-oxazolylmethoxy)benzyl]-3-(2-thienyl)-1H-pyrazol-4-yl]methanol). Reagents/catalysts: [O-2].[O-2].[Mn+4] (manganese dioxide). The solvent is O1CCCC1 (tetrahydrofuran). Reaction conditions: time 8 hour. The product is CC1=C(N=C(O1)C1=CC=CC=C1)COC1=CC=C(CN2N=C(C(=C2)C=O)C=2SC=CC2)C=C1 (1-[4-(5-methyl-2-phenyl-4-oxazolylmethoxy)benzyl]-3-(2-thienyl)-1H-pyrazole-4-carbaldehyde). Yield: 96.6%. Reaction SMILES: [CH3:1][C:2]1[O:6][C:5]([C:7]2[CH:12]=[CH:11][CH:10]=[CH:9][CH:8]=2)=[N:4][C:3]=1[CH2:13][O:14][C:15]1[CH:33]=[CH:32][C:18]([CH2:19][N:20]2[CH:24]=[C:23]([CH2:25][OH:26])[C:22]([C:27]3[S:28][CH:29]=[CH:30][CH:31]=3)=[N:21]2)=[CH:17][CH:16]=1>[O-2].[O-2].[Mn+4].O1CCCC1>[CH3:1][C:2]1[O:6][C:5]([C:7]2[CH:8]=[CH:9][CH:10]=[CH:11][CH:12]=2)=[N:4][C:3]=1[CH2:13][O:14][C:15]1[CH:16]=[CH:17][C:18]([CH2:19][N:20]2[CH:24]=[C:23]([CH:25]=[O:26])[C:22]([C:27]3[S:28][CH:29]=[CH:30][CH:31]=3)=[N:21]2)=[CH:32][CH:33]=1 |f:1.2.3|. Procedure details: A mixture of [1-[4-(5-methyl-2-phenyl-4-oxazolylmethoxy)benzyl]-3-(2-thienyl)-1H-pyrazol-4-yl]methanol (12.15 g), activated manganese dioxide (37.03 g), and tetrahydrofuran (200 ml) was stirred at room temperature overnight. After the manganese dioxide was removed by filtration, the filtrate was concentrated to obtain 1-[4-(5-methyl-2-phenyl-4-oxazolylmethoxy)benzyl]-3-(2-thienyl)-1H-pyrazole-4-carbaldehyde (11.68 g, yield: 96%) as colorless crystals. This was recrystallized from ethyl acetate-h... Starting materials: C([O-])([O-])=O.[Cs+].[Cs+] (cesium carbonate), BrC1=CC(=C(C=C1)O)Cl (4-Bromo-2-chlorophenol), ClC(C(=O)[O-])(F)F.[Na+] (sodium chloro(difluoro)acetate), O (water). Run in CN(C)C=O (DMF). Reaction conditions: time 15 minute. The product is BrC1=CC(=C(C=C1)OC(F)F)Cl (4-Bromo-2-chloro-(difluoromethoxy)benzene). Isolated yield 67.2%. RXN SMILES: [Br:1][C:2]1[CH:7]=[CH:6][C:5]([OH:8])=[C:4]([Cl:9])[CH:3]=1.O.Cl[C:12]([F:17])([F:16])C([O-])=O.[Na+].C(=O)([O-])[O-].[Cs+].[Cs+]>CN(C=O)C>[Br:1][C:2]1[CH:7]=[CH:6][C:5]([O:8][CH:12]([F:17])[F:16])=[C:4]([Cl:9])[CH:3]=1 |f:2.3,4.5.6|. Procedure: 4-Bromo-2-chlorophenol (1.0 g, 4.8 mmol) was dissolved in DMF (35 mL) and water (5 mL) was added followed by sodium chloro(difluoro)acetate (2.0 g, 12 mmol) and cesium carbonate (3.1 g, 9.6 mmol). The mixture was stirred for 15 minutes at room temperature and then heated to 100° C. for 2 hours under nitrogen. The mixture was partitioned between water (50 mL) and TBME (50 mL). The organic phase was separated, washed brine, dried over sodium sulphate, filtered, and concentrated in vacuo. The resul... As a reaction SMILES: [Cl:17][CH2:18][Cl:19].[O:20]=[Mn:21]=[O:22].[OH:1][CH2:2][c:3]1[cH:4][cH:5][c:6]([C:13](=[O:14])[O:15][CH3:16])[c:7]2[cH:8][cH:9][cH:10][cH:11][c:12]12>>[O:1]=[CH:2][c:3]1[cH:4][cH:5][c:6]([C:13](=[O:14])[O:15][CH3:16])[c:7]2[cH:8][cH:9][cH:10][cH:11][c:12]12. The product is COC(=O)c1ccc(C=O)c2ccccc12. The reactants are ClCCl, O=[Mn]=O, COC(=O)c1ccc(CO)c2ccccc12. The reactants are C1NCCC2=CC=CC=C12 (1,2,3,4-Tetrahydroisoquinoline), ClC=1N=CC=C2C1NC(=C2C)CC (7-chloro-2-ethyl-3-methyl-1H-pyrrolo[2,3-c]pyridine). Run at temperature 140 celsius, time 8 hour. Product: C(C)C1=C(C=2C(=C(N=CC2)N2CC3=CC=CC=C3CC2)N1)C (2-ethyl-3-methyl-7-(1,2,3,4-tetrahydroisoquinolin-2-yl)-1H-pyrrolo[2,3-c]pyridine). Reaction SMILES: [CH2:1]1[C:10]2[C:5](=[CH:6][CH:7]=[CH:8][CH:9]=2)[CH2:4][CH2:3][NH:2]1.Cl[C:12]1[N:13]=[CH:14][CH:15]=[C:16]2[C:20]([CH3:21])=[C:19]([CH2:22][CH3:23])[NH:18][C:17]=12>>[CH2:22]([C:19]1[NH:18][C:17]2=[C:12]([N:2]3[CH2:3][CH2:4][C:5]4[C:10](=[CH:9][CH:8]=[CH:7][CH:6]=4)[CH2:1]3)[N:13]=[CH:14][CH:15]=[C:16]2[C:20]=1[CH3:21])[CH3:23]. Procedure details: 1,2,3,4-Tetrahydroisoquinoline (1 ml) was added to 7-chloro-2-ethyl-3-methyl-1H-pyrrolo[2,3-c]pyridine (850 mg, 4.37 mmol) prepared in Preparation 28. The reaction mixture was stirred overnight at 140° C., cooled to room temperature, and then purified with silica gel column chromatography to give 660 mg of the titled compound as a pale yellow solid.